This data is from the Open Reaction Database (ORD), a public repository of structured organic reaction records. The task is: describe an organic reaction: reactants, conditions, products, and yield Starting materials: C(C)OC(=O)C1=NOC(=C1)C1=C(C=C(C(=C1)CC(C)C)OCC1=CC=CC=C1)OCC1=CC=CC=C1 (5-(2,4-Bis-benzyloxy-5-isobutyl-phenyl)-isoxazole-3-carboxylic acid ethyl ester), CO (methanol), C(C)N (ethylamine). Reaction conditions: temperature 120 celsius. Product: C(C)NC(=O)C1=NOC(=C1)C1=C(C=C(C(=C1)CC(C)C)OCC1=CC=CC=C1)OCC1=CC=CC=C1 (5-(2,4-bis-benzyloxy-5-isobutyl-phenyl)-isoxazole-3-carboxylic acid ethylamide). As a reaction SMILES: C([O:3][C:4]([C:6]1[CH:10]=[C:9]([C:11]2[CH:16]=[C:15]([CH2:17][CH:18]([CH3:20])[CH3:19])[C:14]([O:21][CH2:22][C:23]3[CH:28]=[CH:27][CH:26]=[CH:25][CH:24]=3)=[CH:13][C:12]=2[O:29][CH2:30][C:31]2[CH:36]=[CH:35][CH:34]=[CH:33][CH:32]=2)[O:8][N:7]=1)=O)C.CO.[CH2:39]([NH2:41])[CH3:40]>>[CH2:39]([NH:41][C:4]([C:6]1[CH:10]=[C:9]([C:11]2[CH:16]=[C:15]([CH2:17][CH:18]([CH3:19])[CH3:20])[C:14]([O:21][CH2:22][C:23]3[CH:24]=[CH:25][CH:26]=[CH:27][CH:28]=3)=[CH:13][C:12]=2[O:29][CH2:30][C:31]2[CH:36]=[CH:35][CH:34]=[CH:33][CH:32]=2)[O:8][N:7]=1)=[O:3])[CH3:40]. Procedure details: 5-(2,4-Bis-benzyloxy-5-isobutyl-phenyl)-isoxazole-3-carboxylic acid ethyl ester was dissolved in 2M ethylamine in methanol (10 eq) and heated in the Smith Synthesiser microwave at 120° C. for 600 seconds. The solution was concentrated in vacuo to give 5-(2,4-bis-benzyloxy-5-isobutyl-phenyl)-isoxazole-3-carboxylic acid ethylamide as a white solid which was used without additional purification.